Task: describe an organic reaction: reactants, conditions, products, and yield. Dataset: the Open Reaction Database (ORD), a public repository of structured organic reaction records Starting materials: O=C(Cl)c1ccncc1, Cl, Nc1n[nH]c2nc(-c3ccc(F)cc3)c(-c3ccncc3)cc12, c1ccncc1. Yields the product O=C(Nc1n[nH]c2nc(-c3ccc(F)cc3)c(-c3ccncc3)cc12)c1ccncc1. Reaction SMILES: [C:25]([c:26]1[cH:27][cH:28][n:29][cH:30][cH:31]1)(=[O:32])[Cl:33].[ClH:24].[NH2:1][c:2]1[n:3][nH:4][c:5]2[n:6][c:7](-[c:17]3[cH:18][cH:19][c:20]([F:23])[cH:21][cH:22]3)[c:8](-[c:11]3[cH:12][cH:13][n:14][cH:15][cH:16]3)[cH:9][c:10]12.[cH:34]1[cH:35][cH:36][n:37][cH:38][cH:39]1>>[NH:1]([c:2]1[n:3][nH:4][c:5]2[n:6][c:7](-[c:17]3[cH:18][cH:19][c:20]([F:23])[cH:21][cH:22]3)[c:8](-[c:11]3[cH:12][cH:13][n:14][cH:15][cH:16]3)[cH:9][c:10]12)[C:25]([c:26]1[cH:27][cH:28][n:29][cH:30][cH:31]1)=[O:32].